Dataset: the Open Reaction Database (ORD), a public repository of structured organic reaction records. Task: describe an organic reaction: reactants, conditions, products, and yield The reactants are CC(C)C(=O)Cl, CCCCCCCCCOC1C(O)C(CO)OC1n1cnc2c(=O)[nH]c(N)nc21, C[Si](C)(C)Cl, c1ccncc1. Product: CCCCCCCCCOC1C(O)C(CO)OC1n1cnc2c(=O)[nH]c(NC(=O)C(C)C)nc21. As a reaction SMILES: [C:35]([CH:36]([CH3:37])[CH3:38])(=[O:39])[Cl:40].[CH2:1]([CH2:2][CH2:3][CH2:4][CH2:5][CH2:6][CH2:7][CH2:8][CH3:9])[O:10][CH:11]1[CH:12]([n:19]2[cH:20][n:21][c:22]3[c:23](=[O:24])[nH:25][c:26]([NH2:27])[n:28][c:29]23)[O:13][CH:14]([CH2:17][OH:18])[CH:15]1[OH:16].[CH3:30][Si:31]([Cl:32])([CH3:33])[CH3:34].[cH:41]1[cH:42][cH:43][n:44][cH:45][cH:46]1>>[CH2:1]([CH2:2][CH2:3][CH2:4][CH2:5][CH2:6][CH2:7][CH2:8][CH3:9])[O:10][CH:11]1[CH:12]([n:19]2[cH:20][n:21][c:22]3[c:23](=[O:24])[nH:25][c:26]([NH:27][C:35]([CH:36]([CH3:37])[CH3:38])=[O:39])[n:28][c:29]23)[O:13][CH:14]([CH2:17][OH:18])[CH:15]1[OH:16]. Starting materials: COc1ccc2c(c1)CCCC2=O, CC(C)[N-]C(C)C, CCCCI, [Li+], C1CCOC1. Product: CCCCC1CCc2cc(OC)ccc2C1=O. As a reaction SMILES: [CH3:1][O:2][c:3]1[cH:4][c:5]2[c:10]([cH:11][cH:12]1)[C:9](=[O:13])[CH2:8][CH2:7][CH2:6]2.[CH:14]([N-:15][CH:16]([CH3:17])[CH3:18])([CH3:19])[CH3:20].[I:22][CH2:23][CH2:24][CH2:25][CH3:26].[Li+:21].[O:27]1[CH2:28][CH2:29][CH2:30][CH2:31]1>>[CH3:1][O:2][c:3]1[cH:4][c:5]2[c:10]([cH:11][cH:12]1)[C:9](=[O:13])[CH:8]([CH2:23][CH2:24][CH2:25][CH3:26])[CH2:7][CH2:6]2. Reactants: NCCC1CCC2=CC=CC=C12 (1-(2-Aminoethyl)indane), CC1(C2CCC1(C(=O)C2)CS(=O)(=O)Cl)C ((+)-10-camphorsulfonyl chloride). Reagents/catalysts: C(C)N(CC)CC (triethylamine). Run in C(Cl)Cl (CH2Cl2). Run at time 8 hour. Product: C1(CCC2=CC=CC=C12)CCNS(=O)(=O)CC12C(CC(CC1)C2(C)C)=O (N-(2-(2,3-Dihydro-1H-inden-1-yl)ethyl)-7,7-dimethyl-2-oxo-bicyclo(2.2.1)heptane-1-methanesulfonamide). As a reaction SMILES: [NH2:1][CH2:2][CH2:3][CH:4]1[C:12]2[C:7](=[CH:8][CH:9]=[CH:10][CH:11]=2)[CH2:6][CH2:5]1.[CH3:13][C:14]1([CH3:27])[C:18]2([CH2:22][S:23](Cl)(=[O:25])=[O:24])[C:19]([CH2:21][CH:15]1[CH2:16][CH2:17]2)=[O:20]>C(Cl)Cl.C(N(CC)CC)C>[CH:4]1([CH2:3][CH2:2][NH:1][S:23]([CH2:22][C:18]23[C:14]([CH3:13])([CH3:27])[CH:15]([CH2:16][CH2:17]2)[CH2:21][C:19]3=[O:20])(=[O:25])=[O:24])[C:12]2[C:7](=[CH:8][CH:9]=[CH:10][CH:11]=2)[CH2:6][CH2:5]1. Procedure details: Indene (2 ml), 1.99 g, 17.2 mmol) was dissolved in dry THF (2 ml) and stirred at -78° under nitrogen. n-Butyllithium (6.87 ml of a 2.5M solution in hexane: 17.2 mmol) was added, and the solution was then warmed to ambient temperature, stirred for 15 minutes, recooled to -78°, and added via syringe to a solution of chloroacetonitrile (1.09 ml, 1.30 g, 17.2 mmol) in THF (2 ml) stirred at -78°. After completion of the addition, the solution was diluted with ether (200 ml) and washed with 1M HCl fol... Reactants: CN(C)\C=N\C(=S)C1=NN=C2N1CCN(C2)C(=O)OC(C)(C)C (1,1-dimethylethyl 3-({[(1E)-(dimethylamino)methylidene]amino}carbonothioyl)-5,6-dihydro[1,2,4]triazolo[4,3-a]pyrazine-7(8H)-carboxylate), N1=CC=CC=C1 (pyridine), hydroxylamine O-sulfonic acid. Solvent: C(C)O (ethanol), CO (methanol). Conditions: temperature 25 celsius, time 1 hour. Product: S1N=CN=C1C1=NN=C2N1CCN(C2)C(=O)OC(C)(C)C (1,1-Dimethylethyl 3-(1,2,4-thiadiazol-5-yl)-5,6-dihydro[1,2,4]triazolo[4,3-a]pyrazine-7(8H)-carboxylate). Isolated yield 53.9%. Reaction SMILES: C[N:2](/[CH:4]=[N:5]/[C:6]([C:8]1[N:12]2[CH2:13][CH2:14][N:15]([C:17]([O:19][C:20]([CH3:23])([CH3:22])[CH3:21])=[O:18])[CH2:16][C:11]2=[N:10][N:9]=1)=[S:7])C.N1C=CC=CC=1>C(O)C.CO>[S:7]1[C:6]([C:8]2[N:12]3[CH2:13][CH2:14][N:15]([C:17]([O:19][C:20]([CH3:23])([CH3:22])[CH3:21])=[O:18])[CH2:16][C:11]3=[N:10][N:9]=2)=[N:5][CH:4]=[N:2]1. Procedure: A mixture of 1,1-dimethylethyl 3-({[(1E)-(dimethylamino)methylidene]amino}carbonothioyl)-5,6-dihydro[1,2,4]triazolo[4,3-a]pyrazine-7(8H)-carboxylate (I113)(0.118 g, 0.349 mmol) and pyridine (0.056 ml, 0.698 mmol) in ethanol (2 ml) was stirred at 25° C. and hydroxylamine O-sulfonic acid (0.043 g, 0.384 mmol) in methanol (1.2 ml) was added in one batch. The mixture was stirred at RT and after a few minutes the solution became clear. After 1 h, the mixture had changed from orange to pale yellow in ... Reactants: C(C)C=1C=NC(=NC1)NCCC1=CC(=C(C=C1)OC)C (5-ethyl-N-[2-(4-methoxy-3-methylphenyl)ethyl]pyrimidin-2-amine), FC(C1=CC=C(CBr)C=C1)(F)F (4-trifluoromethylbenzyl bromide). Product: C(C)C=1C=NC(=NC1)N(CCC1=CC(=C(C=C1)O)C)CC1=CC=C(C=C1)C(F)(F)F (4-(2-{(5-Ethylpyrimidin-2-yl)[4-(trifluoromethyl)benzyl]amino}ethyl)-2-methylphenol). RXN SMILES: [CH2:1]([C:3]1[CH:4]=[N:5][C:6]([NH:9][CH2:10][CH2:11][C:12]2[CH:17]=[CH:16][C:15]([O:18]C)=[C:14]([CH3:20])[CH:13]=2)=[N:7][CH:8]=1)[CH3:2].[F:21][C:22]([F:32])([F:31])[C:23]1[CH:30]=[CH:29][C:26]([CH2:27]Br)=[CH:25][CH:24]=1>>[CH2:1]([C:3]1[CH:4]=[N:5][C:6]([N:9]([CH2:27][C:26]2[CH:25]=[CH:24][C:23]([C:22]([F:21])([F:31])[F:32])=[CH:30][CH:29]=2)[CH2:10][CH2:11][C:12]2[CH:17]=[CH:16][C:15]([OH:18])=[C:14]([CH3:20])[CH:13]=2)=[N:7][CH:8]=1)[CH3:2]. Reported procedure: Similarly prepared from 5-ethyl-N-[2-(4-methoxy-3-methylphenyl)ethyl]pyrimidin-2-amine and 4-trifluoromethylbenzyl bromide.